Dataset: the Open Reaction Database (ORD), a public repository of structured organic reaction records. Task: describe an organic reaction: reactants, conditions, products, and yield Reactants: CC(C)(C)[Si](C)(C)Oc1cccc(C=O)c1, Cl, CCOC(=O)C(N)C(C)C. Product: CCOC(=O)C(NCc1cccc(O[Si](C)(C)C(C)(C)C)c1)C(C)C. Reaction SMILES: [C:1]([CH3:2])([CH3:3])([CH3:4])[Si:5]([O:6][c:7]1[cH:8][c:9]([CH:10]=[O:11])[cH:12][cH:13][cH:14]1)([CH3:15])[CH3:16].[ClH:17].[NH2:18][CH:19]([C:20](=[O:21])[O:22][CH2:23][CH3:24])[CH:25]([CH3:26])[CH3:27]>>[C:1]([CH3:2])([CH3:3])([CH3:4])[Si:5]([O:6][c:7]1[cH:8][c:9]([CH2:10][NH:18][CH:19]([C:20](=[O:21])[O:22][CH2:23][CH3:24])[CH:25]([CH3:26])[CH3:27])[cH:12][cH:13][cH:14]1)([CH3:15])[CH3:16]. Starting materials: CC(C)(C)OC(=O)N1CCC(NC2=C(c3ccccc3)S(=O)(=O)N(C(C)(C)C)C2=O)CC1, ClCCl, O=C(O)C(F)(F)F, [Na+], O=C([O-])O. Product: CC(C)(C)N1C(=O)C(NC2CCNCC2)=C(c2ccccc2)S1(=O)=O. RXN SMILES: [C:8]([CH3:9])([CH3:10])([CH3:11])[N:12]1[S:13](=[O:38])(=[O:39])[C:14]([c:32]2[cH:33][cH:34][cH:35][cH:36][cH:37]2)=[C:15]([NH:18][CH:19]2[CH2:20][CH2:21][N:22]([C:25]([O:26][C:27]([CH3:28])([CH3:29])[CH3:30])=[O:31])[CH2:23][CH2:24]2)[C:16]1=[O:17].[Cl:45][CH2:46][Cl:47].[F:1][C:2]([F:3])([F:4])[C:5]([OH:6])=[O:7].[Na+:44].[O-:40][C:41]([OH:42])=[O:43]>>[C:8]([CH3:9])([CH3:10])([CH3:11])[N:12]1[S:13](=[O:38])(=[O:39])[C:14]([c:32]2[cH:33][cH:34][cH:35][cH:36][cH:37]2)=[C:15]([NH:18][CH:19]2[CH2:20][CH2:21][NH:22][CH2:23][CH2:24]2)[C:16]1=[O:17]. The reactants are BrB(Br)Br, ClCCl, COc1ccc(-n2nc(C)cc2C(=O)NC2CCCCC2)cc1. The product is Cc1cc(C(=O)NC2CCCCC2)n(-c2ccc(O)cc2)n1. Reaction SMILES: [B:24]([Br:25])([Br:26])[Br:27].[CH2:28]([Cl:29])[Cl:30].[CH:1]1([NH:7][C:8](=[O:9])[c:10]2[n:11](-[c:16]3[cH:17][cH:18][c:19]([O:22][CH3:23])[cH:20][cH:21]3)[n:12][c:13]([CH3:15])[cH:14]2)[CH2:2][CH2:3][CH2:4][CH2:5][CH2:6]1>>[CH:1]1([NH:7][C:8](=[O:9])[c:10]2[n:11](-[c:16]3[cH:17][cH:18][c:19]([OH:22])[cH:20][cH:21]3)[n:12][c:13]([CH3:15])[cH:14]2)[CH2:2][CH2:3][CH2:4][CH2:5][CH2:6]1. Reactants: CN(C=CC(=O)C1=CC(=CC=C1)C(F)(F)F)C (3-dimethylamino-3'-(trifluoromethyl)acrylophenone), NC1=NNC(=C1C#N)CC (3-amino-5-ethylpyrazole-4-carbonitrile). The solvent is C(C)(=O)O (acetic acid). Procedure: A mixture of 7.29 g. of 3-dimethylamino-3'-(trifluoromethyl)acrylophenone and 4.08 g. of 3-amino-5-ethylpyrazole-4-carbonitrile in 25 ml. of glacial acetic acid is refluxed for 15 hours and then evaporated to a residue. This residue is treated as described in Example 1, giving the desired product, m.p. 144°-146° C. As a reaction SMILES: C[N:2]([CH3:17])[CH:3]=[CH:4][C:5]([C:7]1[CH:12]=[CH:11][CH:10]=[C:9]([C:13]([F:16])([F:15])[F:14])[CH:8]=1)=O.[NH2:18][C:19]1[C:23](C#N)=[C:22]([CH2:26][CH3:27])[NH:21][N:20]=1>C(O)(=O)C>[CH2:26]([C:22]1[C:23]([C:19]#[N:18])=[C:17]2[N:2]=[CH:3][CH:4]=[C:5]([C:7]3[CH:8]=[C:9]([C:13]([F:14])([F:15])[F:16])[CH:10]=[CH:11][CH:12]=3)[N:20]2[N:21]=1)[CH3:27]. Product: C(C)C1=NN2C(N=CC=C2C=2C=C(C=CC2)C(F)(F)F)=C1C#N (2-Ethyl-7-(α,α,α-trifluoro-m-tolyl)pyrazolo[1,5-a]pyrimidine-3-carbonitrile).